Dataset: the Open Reaction Database (ORD), a public repository of structured organic reaction records. Task: describe an organic reaction: reactants, conditions, products, and yield The reactants are OCCOC1=CC=CC=2SC3=CC=CC=C3C(C12)=O (2-hydroxyethoxythioxanthone), OC1=CC=C2C(C=C(OC2=C1)C1=CC=CC=C1)=O (7-hydroxyflavone), C1(OCCO1)=O (ethylene carbonate). Run in C(C)N(CC)CC (triethylamine). The product is OCCOC1=CC=C2C(C=C(OC2=C1)C1=CC=CC=C1)=O (7-hydroxyethoxyflavone). Isolated yield 83.0%. RXN SMILES: [OH:1][CH2:2][CH2:3]OC1C2C(=O)C3C(=CC=CC=3)SC=2C=CC=1.[OH:20][C:21]1[CH:30]=[C:29]2[C:24]([C:25](=[O:37])[CH:26]=[C:27]([C:31]3[CH:36]=[CH:35][CH:34]=[CH:33][CH:32]=3)[O:28]2)=[CH:23][CH:22]=1.C1(=O)OCCO1>C(N(CC)CC)C>[OH:1][CH2:2][CH2:3][O:20][C:21]1[CH:30]=[C:29]2[C:24]([C:25](=[O:37])[CH:26]=[C:27]([C:31]3[CH:36]=[CH:35][CH:34]=[CH:33][CH:32]=3)[O:28]2)=[CH:23][CH:22]=1. Procedure details: In an analogous fashion to 2-hydroxyethoxythioxanthone in Example 29, 7-hydroxyflavone (Aldrich) was reacted with ethylene carbonate and triethylamine to obtain 7-hydroxyethoxyflavone (83% yield). This product was dissolved in THF. One equivalent of VDM and several drops of DBU were added. The reaction mixture was stirred overnight. Starting materials: CC=C(C)C, COC(=O)c1sc(C=O)cc1C(F)(F)F, [Cl-], [Na+], C1COCCO1, O. Yields the product COC(=O)c1sc(C(=O)O)cc1C(F)(F)F. RXN SMILES: [CH3:16][C:17](=[CH:18][CH3:19])[CH3:20].[CH3:1][O:2][C:3](=[O:4])[c:5]1[s:6][c:7]([CH:14]=[O:15])[cH:8][c:9]1[C:10]([F:11])([F:12])[F:13].[Cl-:22].[Na+:21].[O:23]1[CH2:24][CH2:25][O:26][CH2:27][CH2:28]1.[OH2:29]>>[CH3:1][O:2][C:3](=[O:4])[c:5]1[s:6][c:7]([C:14](=[O:15])[OH:23])[cH:8][c:9]1[C:10]([F:11])([F:12])[F:13].